Dataset: the Open Reaction Database (ORD), a public repository of structured organic reaction records. Task: describe an organic reaction: reactants, conditions, products, and yield Yields the product N1C=C(C2=CC=CC=C12)CCN(S(=O)(=O)C1=CC=CC2=CC=CC=C12)CCC1=CC=CC=C1 (N-(2-(1H-indol-3-yl)ethyl)-N-phenethylnaphthalene-1-sulfonamide). Reaction SMILES: [H-].[Na+].[CH2:3]([NH:11][S:12]([C:15]1[C:24]2[C:19](=[CH:20][CH:21]=[CH:22][CH:23]=2)[CH:18]=[CH:17][CH:16]=1)(=[O:14])=[O:13])[CH2:4][C:5]1[CH:10]=[CH:9][CH:8]=[CH:7][CH:6]=1.Br[CH2:26][CH2:27][C:28]1[C:36]2[C:31](=[CH:32][CH:33]=[CH:34][CH:35]=2)[NH:30][CH:29]=1>CN(C=O)C>[NH:30]1[C:31]2[C:36](=[CH:35][CH:34]=[CH:33][CH:32]=2)[C:28]([CH2:27][CH2:26][N:11]([CH2:3][CH2:4][C:5]2[CH:10]=[CH:9][CH:8]=[CH:7][CH:6]=2)[S:12]([C:15]2[C:24]3[C:19](=[CH:20][CH:21]=[CH:22][CH:23]=3)[CH:18]=[CH:17][CH:16]=2)(=[O:14])=[O:13])=[CH:29]1 |f:0.1|. Reaction conditions: time 2.5 hour. Reactants: [H-].[Na+] (NaH), C(CC1=CC=CC=C1)NS(=O)(=O)C1=CC=CC2=CC=CC=C12 (N-phenethylnaphthalene-1-sulfonamide), BrCCC1=CNC2=CC=CC=C12 (3-(2-Bromoethyl)indole), mixture. Isolated yield 83.6%. Procedure: Under inert atmosphere, to a stirred solution of NaH (0.016 g, 0.36 mmol) in 0.20 ml anhydrous DMF at 0° C., was added a solution of compound of Example 2 (0.108 g, 0.35 mmol) in 0.60 ml anhydrous DMF. The temperature was maintained during 1.5 h. After this time, a solution of 3-(2-Bromoethyl)indole (0.088 g, 0.39 mmol) in 0.6 anhydrous DMF was added dropwise to the reaction mixture of step at 0° C., and was stirred during 2.5 h. Once the solvent was evaporated, the crude mixture was chromatogra... Run in CN(C)C=O (DMF), CN(C)C=O (DMF), CN(C)C=O (DMF). Starting materials: C[O-].[Na+] (sodium methoxide), C(C1=CC=CC=C1)SC1=NN2C(C=C(C=C2Br)Br)=N1 (2-Benzylthio-5,7-dibromo[1,2,4]triazolo[1,5-a]pyridine), C(C)(=O)O (acetic acid), C[O-].[Na+] (sodium methoxide), C(C)#N (acetonitrile). Solvent: CO (methanol), CO (methanol). Product: C(C1=CC=CC=C1)SC1=NN2C(C=C(C=C2OC)Br)=N1 (2-Benzylthio-7-bromo-5-methoxy[1,2,4]triazolo[1,5-a]pyridine). As a reaction SMILES: [CH2:1]([S:8][C:9]1[N:19]=[C:12]2[CH:13]=[C:14]([Br:18])[CH:15]=[C:16](Br)[N:11]2[N:10]=1)[C:2]1[CH:7]=[CH:6][CH:5]=[CH:4][CH:3]=1.C[O-].[Na+].C(#N)C.[C:26](O)(=[O:28])C>CO>[CH2:1]([S:8][C:9]1[N:19]=[C:12]2[CH:13]=[C:14]([Br:18])[CH:15]=[C:16]([O:28][CH3:26])[N:11]2[N:10]=1)[C:2]1[CH:7]=[CH:6][CH:5]=[CH:4][CH:3]=1 |f:1.2|. Procedure details: 2-Benzylthio-5,7-dibromo[1,2,4]triazolo[1,5-a]pyridine (11.6 g, 0.029 mol) and 25 percent sodium methoxide in methanol (13.0 mL, 3.1 g, 0.057 mol) were combined with 300 mL of acetonitrile and the mixture was heated to reflux with stirring for an hour. An additional 26 mL of 25 percent sodium methoxide in methanol was then added. After a 15-min reaction period, the mixture was acidified with acetic acid and the volatiles were removed by evaporation under reduced pressure. The residue was chromat... Starting materials: Cl.ClC1=NC2=C(C3=NC4=CC=CC(=C4C(N31)=O)F)C=CN2S(=O)(=O)C2=CC=C(C=C2)C (5-chloro-8-fluoro-3-[(4-methylphenyl)sulfonyl]pyrrolo[2′,3′:4,5]pyrimido[6,1-b]quinazolin-7(3H)-one hydrogen chloride), CN(C)CC(=O)N1CC(C2=CC(=C(C=C12)N)OC)(C)C (1-[(dimethylamino)acetyl]-3,3-dimethyl-5-(methyloxy)-2,3-dihydro-1H-indol-6-amine). Solvent: C1CCOC1 (THF). Yields the product CN(CC(=O)N1CC(C2=CC(=C(C=C12)NC1=NC2=C(C3=NC4=CC=CC(=C4C(N31)=O)F)C=CN2S(=O)(=O)C2=CC=C(C=C2)C)OC)(C)C)C (5-{[1-(N, N-dimethylglycyl)-3,3-dimethyl-5-(methyloxy)-2,3-dihydro-1H-indol-6-yl]amino}-8-fluoro-3-[(4-methylphenyl)sulfonyl]pyrrolo[2′,3′:4,5]pyrimido[6,1-b]quinazolin-7(3H)-one). Isolated yield 66.2%. As a reaction SMILES: Cl.Cl[C:3]1[N:16]2[C:7](=[N:8][C:9]3[C:14]([C:15]2=[O:17])=[C:13]([F:18])[CH:12]=[CH:11][CH:10]=3)[C:6]2[CH:19]=[CH:20][N:21]([S:22]([C:25]3[CH:30]=[CH:29][C:28]([CH3:31])=[CH:27][CH:26]=3)(=[O:24])=[O:23])[C:5]=2[N:4]=1.[CH3:32][N:33]([CH2:35][C:36]([N:38]1[C:46]2[C:41](=[CH:42][C:43]([O:48][CH3:49])=[C:44]([NH2:47])[CH:45]=2)[C:40]([CH3:51])([CH3:50])[CH2:39]1)=[O:37])[CH3:34]>C1COCC1>[CH3:32][N:33]([CH3:34])[CH2:35][C:36]([N:38]1[C:46]2[C:41](=[CH:42][C:43]([O:48][CH3:49])=[C:44]([NH:47][C:3]3[N:16]4[C:7](=[N:8][C:9]5[C:14]([C:15]4=[O:17])=[C:13]([F:18])[CH:12]=[CH:11][CH:10]=5)[C:6]4[CH:19]=[CH:20][N:21]([S:22]([C:25]5[CH:26]=[CH:27][C:28]([CH3:31])=[CH:29][CH:30]=5)(=[O:24])=[O:23])[C:5]=4[N:4]=3)[CH:45]=2)[C:40]([CH3:50])([CH3:51])[CH2:39]1)=[O:37] |f:0.1|. Procedure details: A solution of 5-chloro-8-fluoro-3-[(4-methylphenyl)sulfonyl]pyrrolo[2′,3′:4,5]pyrimido[6,1-b]quinazolin-7(3H)-one hydrogen chloride (500 mg, 1.043 mmol) and 1-[(dimethylamino)acetyl]-3,3-dimethyl-5-(methyloxy)-2,3-dihydro-1H-indol-6-amine (333 mg, 1.200 mmol) in THF (8 ml) was warmed to 75° C. in a sealed pressure vial for 16 hours. The solution was concentrated under reduced pressure, suspended in dichloromethane, and washed with saturated sodium bicarbonate. The organic layer was taken to a re... The reactants are NC1=C(C(=O)O)C=CC=C1[N+](=O)[O-] (2-amino-3-nitrobenzoic acid), [BH4-].[Na+] (sodium borohydride), CO (MeOH), B(F)(F)F.CCOCC (boron trifluoride diethyl etherate). Run in C1CCOC1 (THF). Reaction conditions: time 2 hour. The product is NC1=C(CO)C=CC=C1[N+](=O)[O-] (2-amino-3-nitrobenzyl alcohol). Isolated yield 84.4%. Reaction SMILES: [NH2:1][C:2]1[C:10]([N+:11]([O-:13])=[O:12])=[CH:9][CH:8]=[CH:7][C:3]=1[C:4](O)=[O:5].[BH4-].[Na+].B(F)(F)F.CCOCC.CO>C1COCC1>[NH2:1][C:2]1[C:10]([N+:11]([O-:13])=[O:12])=[CH:9][CH:8]=[CH:7][C:3]=1[CH2:4][OH:5] |f:1.2,3.4|. Procedure: To a solution of 2-amino-3-nitrobenzoic acid (1.82 g, 10.0 mmol) in anhydrous THF (50 ml) was added sodium borohydride (770 mg, 20.0 mmol) followed by boron trifluoride diethyl etherate (2.5 ml, 20 mmol) and the mixture stirred at ambient temperature under a nitrogen atmosphere for 2 h. MeOH was cautiously added until gas evolution had ceased and the mixture reduced in vacuo. The residue was partitioned between EtOAc and brine and the organic portion dried (MgSO4) and reduced in vacuo to give 2-... Starting materials: FC=1C=C(C2=C(C=CO2)C1)Br (5-fluoro-7-bromobenzofuran), C1(=CC=CC=C1)C(C1=CC=CC=C1)(C1=CC=CC=C1)NCC(C)(C)N (1-(triphenylmethyl)amino-2-amino-2-methylpropane), CC(C)([O-])C.[Na+] (sodium tert-butoxide). Reagents/catalysts: C=1C=CC(=CC1)/C=C/C(=O)/C=C/C2=CC=CC=C2.C=1C=CC(=CC1)/C=C/C(=O)/C=C/C2=CC=CC=C2.C=1C=CC(=CC1)/C=C/C(=O)/C=C/C2=CC=CC=C2.[Pd].[Pd] (tris(dibenzylideneacetone)dipalladium), C1(=CC=CC=C1)P(C1=C(C2=CC=CC=C2C=C1)C1=C(C=CC2=CC=CC=C12)P(C1=CC=CC=C1)C1=CC=CC=C1)C1=CC=CC=C1 (racemic 2,2′-bis(diphenylphosphino)-1,1′-binaphthyl). Solvent: C1(=CC=CC=C1)C (toluene). Product: C1(=CC=CC=C1)C(C1=CC=CC=C1)(C1=CC=CC=C1)NCC(C)(C)NC1=CC(=CC=2C=COC21)F (1-(triphenylmethyl)amino-2-(5-fluorobenzofur-7-yl)amino-2-methylpropane). Isolated yield 70.2%. RXN SMILES: [F:1][C:2]1[CH:3]=[C:4](Br)[C:5]2[O:9][CH:8]=[CH:7][C:6]=2[CH:10]=1.[C:12]1([C:18]([NH:31][CH2:32][C:33]([NH2:36])([CH3:35])[CH3:34])([C:25]2[CH:30]=[CH:29][CH:28]=[CH:27][CH:26]=2)[C:19]2[CH:24]=[CH:23][CH:22]=[CH:21][CH:20]=2)[CH:17]=[CH:16][CH:15]=[CH:14][CH:13]=1.CC(C)([O-])C.[Na+]>C1(C)C=CC=CC=1.C1C=CC(/C=C/C(/C=C/C2C=CC=CC=2)=O)=CC=1.C1C=CC(/C=C/C(/C=C/C2C=CC=CC=2)=O)=CC=1.C1C=CC(/C=C/C(/C=C/C2C=CC=CC=2)=O)=CC=1.[Pd].[Pd].C1(P(C2C=CC=CC=2)C2C=CC3C(=CC=CC=3)C=2C2C3C(=CC=CC=3)C=CC=2P(C2C=CC=CC=2)C2C=CC=CC=2)C=CC=CC=1>[C:12]1([C:18]([NH:31][CH2:32][C:33]([NH:36][C:4]2[C:5]3[O:9][CH:8]=[CH:7][C:6]=3[CH:10]=[C:2]([F:1])[CH:3]=2)([CH3:34])[CH3:35])([C:19]2[CH:24]=[CH:23][CH:22]=[CH:21][CH:20]=2)[C:25]2[CH:30]=[CH:29][CH:28]=[CH:27][CH:26]=2)[CH:13]=[CH:14][CH:15]=[CH:16][CH:17]=1 |f:2.3,5.6.7.8.9|. Reported procedure: A mixture of 5.0 gm (23.3 mmol) 5-fluoro-7-bromobenzofuran, 10.3 gm (32.6 mmol) 1-(triphenylmethyl)amino-2-amino-2-methylpropane, 0.87 gm (1.4 mMol) racemic 2,2′-bis(diphenylphosphino)-1,1′-binaphthyl, 0.64 gm (0.7 mMol) tris(dibenzylideneacetone)dipalladium, and 3.13 gm (32.5 mMol) sodium tert-butoxide in 60 ml anhydrous toluene was degassed and purged with nitrogen. The reaction mixture was heated at reflux for 2 hours and was then allowed to cool to room temperature. The reaction mixture was ... Reactants: O1C(C1C)OC1=CC=C(C=C1)C1=NC2=CC(=C(C=C2C(N1C)=O)OC)OC (2-[4-(1,2-epoxy-propoxy)-phenyl]-3-methyl-6,7-dimethoxy-3,4-dihydro-quinazolin-4-one), COC1=C(C=CC=C1)CCN (2-(2-methoxy-phenyl)-ethylamine). Yields the product OC(COC1=CC=C(C=C1)C1=NC2=CC(=C(C=C2C(N1C)=O)OC)OC)CNCCC1=C(C=CC=C1)OC (2-{4-[2-Hydroxy-3-(2-(2-methoxy-phenyl)-ethylamino)-propoxy]-phenyl}-3-methyl-6,7-dimethoxy-3,4-dihydro-quinazolin-4-one). Reaction SMILES: [O:1]1[CH:3]([CH3:4])[CH:2]1[O:5][C:6]1[CH:11]=[CH:10][C:9]([C:12]2[N:21]([CH3:22])[C:20](=[O:23])[C:19]3[C:14](=[CH:15][C:16]([O:26][CH3:27])=[C:17]([O:24][CH3:25])[CH:18]=3)[N:13]=2)=[CH:8][CH:7]=1.[CH3:28][O:29][C:30]1[CH:35]=[CH:34][CH:33]=[CH:32][C:31]=1[CH2:36][CH2:37][NH2:38]>>[OH:1][CH:3]([CH2:4][NH:38][CH2:37][CH2:36][C:31]1[CH:32]=[CH:33][CH:34]=[CH:35][C:30]=1[O:29][CH3:28])[CH2:2][O:5][C:6]1[CH:7]=[CH:8][C:9]([C:12]2[N:21]([CH3:22])[C:20](=[O:23])[C:19]3[C:14](=[CH:15][C:16]([O:26][CH3:27])=[C:17]([O:24][CH3:25])[CH:18]=3)[N:13]=2)=[CH:10][CH:11]=1. Reported procedure: This compound was prepared analogous to Example 2 from 2-[4-(1,2-epoxy-propoxy)-phenyl]-3-methyl-6,7-dimethoxy-3,4-dihydro-quinazolin-4-one and 2-(2-methoxy-phenyl)-ethylamine.